From a dataset of the Open Reaction Database (ORD), a public repository of structured organic reaction records. describe an organic reaction: reactants, conditions, products, and yield Reactants: BrC=1N=CN2C1CN(C(C1=C2C=CC=C1)=O)C (3-bromo-4,5-dihydro-5-methyl-6H-imidazo[1,5-a][1,4]benzodiazepin-6-one), CC(C#C)(C)C (3,3-dimethyl-1-butyne). Reagents/catalysts: Cl[Pd]([P](C1=CC=CC=C1)(C2=CC=CC=C2)C3=CC=CC=C3)([P](C4=CC=CC=C4)(C5=CC=CC=C5)C6=CC=CC=C6)Cl (bis-(triphenylphosphine)-palladium(II) dichloride), [Cu]I (copper(I) iodide). Solvent: C(C)NCC (diethylamine), C(CCl)Cl (ethylene chloride). Yields the product CC(C#CC=1N=CN2C1CN(C(C1=C2C=CC=C1)=O)C)(C)C (3-(3,3-dimethyl-1-butynyl)-4,5-dihydro-5-methyl-6H-imidazo[1,5-a][1,4]benzodiazepin-6-one). Reaction SMILES: Br[C:2]1[N:3]=[CH:4][N:5]2[C:11]3[CH:12]=[CH:13][CH:14]=[CH:15][C:10]=3[C:9](=[O:16])[N:8]([CH3:17])[CH2:7][C:6]=12.[CH3:18][C:19]([CH3:23])([CH3:22])[C:20]#[CH:21]>C(NCC)C.C(Cl)CCl.Cl[Pd](Cl)([P](C1C=CC=CC=1)(C1C=CC=CC=1)C1C=CC=CC=1)[P](C1C=CC=CC=1)(C1C=CC=CC=1)C1C=CC=CC=1.[Cu]I>[CH3:18][C:19]([CH3:23])([CH3:22])[C:20]#[C:21][C:2]1[N:3]=[CH:4][N:5]2[C:11]3[CH:12]=[CH:13][CH:14]=[CH:15][C:10]=3[C:9](=[O:16])[N:8]([CH3:17])[CH2:7][C:6]=12 |^1:35,54|. Reported procedure: 2.92 g (10 mmol) of 3-bromo-4,5-dihydro-5-methyl-6H-imidazo[1,5-a][1,4]benzodiazepin-6-one was heated to 80° in a pressure tube for 24 hours with 70 mg of bis-(triphenylphosphine)-palladium(II) dichloride, 30 mg of copper(I) iodide and 2.5 ml (20 mmol) of 3,3-dimethyl-1-butyne in 30 ml of diethylamine and 10 ml of ethylene chloride. The reaction mixture was evaporated, the residue was taken up in methylene chloride and washed with water. The organic solution was dried over magnesium sulphate and... Starting materials: BrCCCCCCCCCCCCBr, Br, OCCCCCCCCCCCCO. Product: OCCCCCCCCCCCCBr. Reaction SMILES: [Br:15][CH2:16][CH2:17][CH2:18][CH2:19][CH2:20][CH2:21][CH2:22][CH2:23][CH2:24][CH2:25][CH2:26][CH2:27][Br:28].[BrH:29].[CH2:1]([CH2:2][CH2:3][CH2:4][CH2:5][CH2:6][CH2:7][CH2:8][CH2:9][CH2:10][CH2:11][CH2:12][OH:13])[OH:14]>>[CH2:1]([CH2:2][CH2:3][CH2:4][CH2:5][CH2:6][CH2:7][CH2:8][CH2:9][CH2:10][CH2:11][CH2:12][OH:13])[Br:15].